From a dataset of the Open Reaction Database (ORD), a public repository of structured organic reaction records. describe an organic reaction: reactants, conditions, products, and yield Product: COc1ccc(NC(=O)C=Cc2c(C#N)c3c(C)cc(C)nc3n2C2CCCc3ccccc32)cc1OC. The reactants are Cc1cc(C)c2c(C#N)c(C=CC(=O)O)n(C3CCCc4ccccc43)c2n1, O=C(Cl)C(=O)Cl, C1CCOC1, COc1ccc(N)cc1OC, CN(C)C=O, O, c1ccncc1. RXN SMILES: [C:1](#[N:2])[c:3]1[c:4]([CH:24]=[CH:25][C:26](=[O:27])[OH:28])[n:5]([CH:14]2[CH2:15][CH2:16][CH2:17][c:18]3[cH:19][cH:20][cH:21][cH:22][c:23]32)[c:6]2[n:7][c:8]([CH3:13])[cH:9][c:10]([CH3:12])[c:11]12.[C:29]([Cl:30])(=[O:31])[C:32]([Cl:33])=[O:34].[CH2:52]1[O:53][CH2:54][CH2:55][CH2:56]1.[CH3:35][O:36][c:37]1[cH:38][c:39]([NH2:40])[cH:41][cH:42][c:43]1[O:44][CH3:45].[O:58]=[CH:59][N:60]([CH3:61])[CH3:62].[OH2:57].[cH:46]1[cH:47][cH:48][n:49][cH:50][cH:51]1>>[C:1](#[N:2])[c:3]1[c:4]([CH:24]=[CH:25][C:26](=[O:27])[NH:40][c:39]2[cH:38][c:37]([O:36][CH3:35])[c:43]([O:44][CH3:45])[cH:42][cH:41]2)[n:5]([CH:14]2[CH2:15][CH2:16][CH2:17][c:18]3[cH:19][cH:20][cH:21][cH:22][c:23]32)[c:6]2[n:7][c:8]([CH3:13])[cH:9][c:10]([CH3:12])[c:11]12. The reactants are C(C(O)C1=CC=CC=C1)(=O)O ((+)-mandelic acid), COC1=C(C=CC(=N1)C1=NN=C2N1CCC[C@]2(OC2=CC(=C(C(=C2)F)F)F)C(C)(C)O)N2C=NC(=C2)C (2-{(8R)-3-[6-methoxy-5-(4-methyl-1H-imidazol-1-yl)pyridin-2-yl]-8-(3,4,5-trifluorophenoxy)-5,6,7,8-tetrahydro[1,2,4]triazolo[4,3-a]pyridin-8-yl}propan-2-ol), CCCCCC (hexane). Run in C(C)O (ethanol), C(C)O (ethanol). Conditions: time 3 hour. Product: C([C@@H](O)C1=CC=CC=C1)(=O)OC(C)(C)[C@@]1(C=2N(CCC1)C(=NN2)C2=NC(=C(C=C2)N2C=NC(=C2)C)OC)OC2=CC(=C(C(=C2)F)F)F (2-{(8R)-3-[6-methoxy-5-(4-methyl-1H-imidazol-1-yl)pyridin-2-yl]-8-(3,4,5-trifluorophenoxy)-5,6,7,8-tetrahydro[1,2,4]triazolo[4,3-a]pyridin-8-yl}propan-2-ol 1(+)-mandelate). Isolated yield 87.3%. RXN SMILES: [CH3:1][O:2][C:3]1[N:8]=[C:7]([C:9]2[N:13]3[CH2:14][CH2:15][CH2:16][C@@:17]([C:28]([OH:31])([CH3:30])[CH3:29])([O:18][C:19]4[CH:24]=[C:23]([F:25])[C:22]([F:26])=[C:21]([F:27])[CH:20]=4)[C:12]3=[N:11][N:10]=2)[CH:6]=[CH:5][C:4]=1[N:32]1[CH:36]=[C:35]([CH3:37])[N:34]=[CH:33]1.[C:38](O)(=[O:47])[CH:39]([C:41]1[CH:46]=[CH:45][CH:44]=[CH:43][CH:42]=1)[OH:40].CCCCCC>C(O)C>[C:38]([O:31][C:28]([C@@:17]1([O:18][C:19]2[CH:24]=[C:23]([F:25])[C:22]([F:26])=[C:21]([F:27])[CH:20]=2)[CH2:16][CH2:15][CH2:14][N:13]2[C:9]([C:7]3[CH:6]=[CH:5][C:4]([N:32]4[CH:36]=[C:35]([CH3:37])[N:34]=[CH:33]4)=[C:3]([O:2][CH3:1])[N:8]=3)=[N:10][N:11]=[C:12]12)([CH3:30])[CH3:29])(=[O:47])[C@H:39]([C:41]1[CH:46]=[CH:45][CH:44]=[CH:43][CH:42]=1)[OH:40]. Procedure: To a mixture of 2-{(8R)-3-[6-methoxy-5-(4-methyl-1H-imidazol-1-yl)pyridin-2-yl]-8-(3,4,5-trifluorophenoxy)-5,6,7,8-tetrahydro[1,2,4]triazolo[4,3-a]pyridin-8-yl}propan-2-ol (0.50 g) in ethanol (2 mL) was added a mixture of (+)-mandelic acid (148 mg) in ethanol (1 mL) at room temperature. To the reaction mixture was added hexane/IPE at room temperature, and the mixture was stirred for 3 hr. The crystals were collected by filtration and dried to give the title compound (0.55 g). Starting materials: C1COCCN1C2=CC=CC=C2O (2-(4-morpholino)phenol), ClC=1C=CC(=C(C1)N(C(OC(C)(C)C)=O)C)[N+](=O)[O-] (t-butyl N-(5-chloro-2-nitrophenyl)-N-methylcarbamate), [H-].[Na+] (sodium hydride). The solvent is CN(C=O)C (N,N-dimethylformamide). Product: N1(CCOCC1)C1=C(OC=2C=CC(=C(C2)N(C(OC(C)(C)C)=O)C)[N+](=O)[O-])C=CC=C1 (t-Butyl N-{5-[2-(morpholin-4-yl)phenoxy]-2-nitrophenyl}-N-methylcarbamate). Yield: 83.6%. Reaction SMILES: [CH2:1]1[N:6]([C:7]2[C:12]([OH:13])=[CH:11][CH:10]=[CH:9][CH:8]=2)[CH2:5][CH2:4][O:3][CH2:2]1.Cl[C:15]1[CH:16]=[CH:17][C:18]([N+:30]([O-:32])=[O:31])=[C:19]([N:21]([CH3:29])[C:22](=[O:28])[O:23][C:24]([CH3:27])([CH3:26])[CH3:25])[CH:20]=1.[H-].[Na+]>CN(C)C=O>[N:6]1([C:7]2[CH:8]=[CH:9][CH:10]=[CH:11][C:12]=2[O:13][C:15]2[CH:16]=[CH:17][C:18]([N+:30]([O-:32])=[O:31])=[C:19]([N:21]([CH3:29])[C:22](=[O:28])[O:23][C:24]([CH3:25])([CH3:26])[CH3:27])[CH:20]=2)[CH2:1][CH2:2][O:3][CH2:4][CH2:5]1 |f:2.3|. Procedure: By using 0.72 g of 2-(4-morpholino)phenol, 1.15 g of t-butyl N-(5-chloro-2-nitrophenyl)-N-methylcarbamate, 0.17 g of sodium hydride (55% by weight) and 10 ml of anhydrous N,N-dimethylformamide, reaction and purification were carried out in a similar manner to that described in Reference Example 6, whereby 1.44 g of the title compound were obtained.